This data is from the Open Reaction Database (ORD), a public repository of structured organic reaction records. The task is: describe an organic reaction: reactants, conditions, products, and yield Starting materials: BrC=1C(=C2C(=NC1)NC(=N2)C2=CC=C(CN1CCN(CC1)C(=O)OC(C)(C)C)C=C2)N2CCN(CC2)CC2=CN=CN2C (tert-Butyl 4-(4-(6-bromo-7-(4-((1-methyl-1H-imidazol-5-yl)methyl)piperazin-1-yl)-3H-imidazo[4,5-b]pyridin-2-yl)benzyl)piperazine-1-carboxylate), C(=O)(C(F)(F)F)O (TFA). The solvent is C(Cl)Cl (DCM). Conditions: time 2 hour. Product: BrC=1C(=C2C(=NC1)NC(=N2)C2=CC=C(C=C2)CN2CCNCC2)N2CCN(CC2)CC2=CN=CN2C (6-bromo-7-(4-((1-methyl-1H-imidazol-5-yl)methyl)piperazin-1-yl)-2-(4-(piperazin-1-ylmethyl)phenyl)-3H-imidazo[4,5-b]pyridine). The yield is 88.7%. As a reaction SMILES: [Br:1][C:2]1[C:3]([N:31]2[CH2:36][CH2:35][N:34]([CH2:37][C:38]3[N:42]([CH3:43])[CH:41]=[N:40][CH:39]=3)[CH2:33][CH2:32]2)=[C:4]2[N:10]=[C:9]([C:11]3[CH:30]=[CH:29][C:14]([CH2:15][N:16]4[CH2:21][CH2:20][N:19](C(OC(C)(C)C)=O)[CH2:18][CH2:17]4)=[CH:13][CH:12]=3)[NH:8][C:5]2=[N:6][CH:7]=1.C(O)(C(F)(F)F)=O>C(Cl)Cl>[Br:1][C:2]1[C:3]([N:31]2[CH2:32][CH2:33][N:34]([CH2:37][C:38]3[N:42]([CH3:43])[CH:41]=[N:40][CH:39]=3)[CH2:35][CH2:36]2)=[C:4]2[N:10]=[C:9]([C:11]3[CH:30]=[CH:29][C:14]([CH2:15][N:16]4[CH2:21][CH2:20][NH:19][CH2:18][CH2:17]4)=[CH:13][CH:12]=3)[NH:8][C:5]2=[N:6][CH:7]=1. Procedure details: tert-Butyl 4-(4-(6-bromo-7-(4-((1-methyl-1H-imidazol-5-yl)methyl)piperazin-1-yl)-3H-imidazo[4,5-b]pyridin-2-yl)benzyl)piperazine-1-carboxylate (0.028 g, 0.043 mmol) was suspended in DCM (2.3 mL) and the mixture cooled in an ice bath. TFA (0.56 mL) was added and the resulting solution was allowed to warm up to room temperature and stirred for 2 h. The mixture was passed through an SCX column (2 g), the filtrate collected and the solvent removed in vacuo to give the title compound as a off-white s... The reactants are CN1CC=2C=C(C=NC2C(C1)(C)C)NC(C1=CC(=C(C=C1)OC)C(F)(F)F)=O (N-(5,6,7,8-Tetrahydro-6,8,8-trimethyl[1,6]naphthyridin-3-yl)-4-methoxy-3-trifluoromethylbenzamide), Cl (hydrogen chloride). Solvent: C(C)OCC (diethyl ether), C(C)OCC (diethyl ether), 1,2-dichloromethane. Yields the product Cl.CC1(CNCC=2C=C(C=NC12)NC(C1=CC(=C(C=C1)OC)C(F)(F)F)=O)C (N-(8,8-Dimethyl-5,6,7,8-tetrahydro[1,6]naphthyridin-3-yl)-4-methoxy-3-trifluoromethylbenzamide Hydrochloride). Reaction SMILES: C[N:2]1[CH2:11][C:10]([CH3:13])([CH3:12])[C:9]2[N:8]=[CH:7][C:6]([NH:14][C:15](=[O:28])[C:16]3[CH:21]=[CH:20][C:19]([O:22][CH3:23])=[C:18]([C:24]([F:27])([F:26])[F:25])[CH:17]=3)=[CH:5][C:4]=2[CH2:3]1.[ClH:29]>C(OCC)C>[ClH:29].[CH3:12][C:10]1([CH3:13])[C:9]2[N:8]=[CH:7][C:6]([NH:14][C:15](=[O:28])[C:16]3[CH:21]=[CH:20][C:19]([O:22][CH3:23])=[C:18]([C:24]([F:27])([F:26])[F:25])[CH:17]=3)=[CH:5][C:4]=2[CH2:3][NH:2][CH2:11]1 |f:3.4|. Procedure: N-(5,6,7,8-Tetrahydro-6,8,8-trimethyl[1,6]naphthyridin-3-yl)-4-methoxy-3-trifluoromethylbenzamide (172 mg; 0.44 mmol) was suspended in 1,2-dichloromethane (30 ml) and the mixture treated with 1-chloroethyl chlioroformate (62.5 mg: 47 ml; 0.44 mmol). The mixture was heated at reflux and more chlioroformate added until little or no starting material remained. At this point. the volatiles were removed under reduced pressure and the residue dissolved in methanol (30 ml) and heated at reflux for 15 m... The reactants are COC(=O)C=1C(OC2=CC=C(C=C2C1O)Br)=O (6-bromo-4-hydroxy-2-oxo-2H-chromene-3-carboxylic acid methyl ester), FC(C1=CC=C(C=C1)B(O)O)(F)F (4-(trifluoromethyl)phenylboronic acid). As a reaction SMILES: [CH3:1][O:2][C:3]([C:5]1[C:6](=[O:17])[O:7][C:8]2[C:13]([C:14]=1[OH:15])=[CH:12][C:11](Br)=[CH:10][CH:9]=2)=[O:4].[F:18][C:19]([F:30])([F:29])[C:20]1[CH:25]=[CH:24][C:23](B(O)O)=[CH:22][CH:21]=1>>[CH3:1][O:2][C:3]([C:5]1[C:6](=[O:17])[O:7][C:8]2[C:13]([C:14]=1[OH:15])=[CH:12][C:11]([C:23]1[CH:24]=[CH:25][C:20]([C:19]([F:30])([F:29])[F:18])=[CH:21][CH:22]=1)=[CH:10][CH:9]=2)=[O:4]. Yields the product COC(=O)C=1C(OC2=CC=C(C=C2C1O)C1=CC=C(C=C1)C(F)(F)F)=O (4-Hydroxy-2-oxo-6-(4-trifluoromethyl-phenyl)-2H-chromene-3-carboxylic acid methyl ester). Procedure details: 4-Hydroxy-2-oxo-6-(4-trifluoromethyl-phenyl)-2H-chromene-3-carboxylic acid methyl ester was prepared from 6-bromo-4-hydroxy-2-oxo-2H-chromene-3-carboxylic acid methyl ester and 4-(trifluoromethyl)phenylboronic acid under conditions analogous to example 3-a. MS ESI(+) m/e: 365 (M+1). Starting materials: solution, C[Si](C)(C)[N-][Si](C)(C)C.[Li+] (lithium bis(trimethylsilyl)amide), C(=O)(OC(C)(C)C)N[C@@H](CC1=CC=C(C=C1)OCC1=CC=CC=C1)[C@@H]1C[C@H](C(O1)=O)CC1=CC=C(C=C1)OCC1=CC=CC=C1 (5(S)-[1(S)-(Boc-Amino)-2-(p-benzyloxyphenyl)ethyl]-3(R)-[(p-benzyloxyphenyl)methyl]dihydrofuran-2-(3H)-one), C(=O)(OC(C)(C)C)N[C@@H](CC1=CC=C(C=C1)OC)[C@@H]1CCC(O1)=O (5(S)-[1(S)-(Boc-amino)-2-(p-methoxyphenyl)ethyl]dihydrofuran-2-(3H)-one), C(C1=CC=CC=C1)Br (benzyl bromide). Run in C1CCOC1 (THF), C1CCOC1 (THF), CN1CCCN(C1=O)C (DMPU). The product is C(=O)(OC(C)(C)C)N[C@@H](CC1=CC=C(C=C1)OC)[C@@H]1C[C@H](C(O1)=O)CC1=CC=CC=C1 (5(S)-[1(S)-(Boc-Amino)-2-(p-methoxyphenyl)ethyl]-3(R)-(phenylmethyl)dihydrofuran-2-(3H)-one). As a reaction SMILES: C(N[C@H]([C@H]1OC(=O)CC1)CC1C=CC(OC)=CC=1)(OC(C)(C)C)=O.C[Si]([N-][Si](C)(C)C)(C)C.[Li+].[C:35]([NH:42][C@H:43]([C@H:59]1[O:63][C:62](=[O:64])[C@H:61]([CH2:65][C:66]2[CH:71]=[CH:70][C:69](OCC3C=CC=CC=3)=[CH:68][CH:67]=2)[CH2:60]1)[CH2:44][C:45]1[CH:50]=[CH:49][C:48]([O:51][CH2:52]C2C=CC=CC=2)=[CH:47][CH:46]=1)([O:37][C:38]([CH3:41])([CH3:40])[CH3:39])=[O:36].C(Br)C1C=CC=CC=1>C1COCC1.CN1C(=O)N(C)CCC1>[C:35]([NH:42][C@H:43]([C@H:59]1[O:63][C:62](=[O:64])[C@H:61]([CH2:65][C:66]2[CH:71]=[CH:70][CH:69]=[CH:68][CH:67]=2)[CH2:60]1)[CH2:44][C:45]1[CH:50]=[CH:49][C:48]([O:51][CH3:52])=[CH:47][CH:46]=1)([O:37][C:38]([CH3:41])([CH3:40])[CH3:39])=[O:36] |f:1.2|. Reported procedure: In analogy with Example 5d), 4.17 g (12.44 mmol) of 5(S)-[1(S)-(Boc-amino)-2-(p-methoxyphenyl)ethyl]dihydrofuran-2-(3H)-one, dissolved in 22.4 ml of THF and 2.5 ml of DMPU, are deprotonated, at -70° C., with 24 ml of a 1M solution of lithium bis(trimethylsilyl)amide in THF, and alkylated -75° C., 1h) with 1.5 ml (12.44 mmol) of benzyl bromide. Protonation, at -75° C., with 4.6 ml of propionic acid and 4.6 ml of water, extraction and column chromatography (SiO2, methylene chloride/ether 25:1) yie... The reactants are CC(C)C(=O)Nc1cccc(C2CCN(CCC(N)c3ccccc3)CC2)c1, O=C(Cl)C(c1ccccc1)c1ccccc1. Product: CC(C)C(=O)Nc1cccc(C2CCN(CCC(NC(=O)C(c3ccccc3)c3ccccc3)c3ccccc3)CC2)c1. RXN SMILES: [NH2:1][CH:2]([CH2:3][CH2:4][N:5]1[CH2:6][CH2:7][CH:8]([c:11]2[cH:12][c:13]([NH:17][C:18]([CH:19]([CH3:20])[CH3:21])=[O:22])[cH:14][cH:15][cH:16]2)[CH2:9][CH2:10]1)[c:23]1[cH:24][cH:25][cH:26][cH:27][cH:28]1.[c:29]1([CH:35]([C:36](=[O:37])[Cl:38])[c:39]2[cH:40][cH:41][cH:42][cH:43][cH:44]2)[cH:30][cH:31][cH:32][cH:33][cH:34]1>>[NH:1]([CH:2]([CH2:3][CH2:4][N:5]1[CH2:6][CH2:7][CH:8]([c:11]2[cH:12][c:13]([NH:17][C:18]([CH:19]([CH3:20])[CH3:21])=[O:22])[cH:14][cH:15][cH:16]2)[CH2:9][CH2:10]1)[c:23]1[cH:24][cH:25][cH:26][cH:27][cH:28]1)[C:36]([CH:35]([c:29]1[cH:30][cH:31][cH:32][cH:33][cH:34]1)[c:39]1[cH:40][cH:41][cH:42][cH:43][cH:44]1)=[O:37]. The reactants are N1(CCOCC1)C=1N=C(NC(C1)=O)CC(=O)[O-].[Na+] (sodium [4-(morpholin-4-yl)-6-oxo-1,6-dihydropyrimidin-2-yl]acetate), C(C1=CC=CC=C1)NC=1C(=CC=CC1)N (N-benzylbenzene-1,2-diamine), Cl.CN(CCCN=C=NCC)C (N-[3-(dimethylamino)propyl]-N′-ethylcarbodiimide hydrochloride). Run in N1=CC=CC=C1 (pyridine), CN(C=O)C (dimethylformamide), C(C)(=O)O (acetic acid). Product: C(C1=CC=CC=C1)N1C(=NC2=C1C=CC=C2)CC2=NC(=CC(N2)=O)N2CCOCC2 (2-[(1-benzyl-1H-benzimidazol-2-yl)methyl]-6-(morpholin-4-yl)pyrimidin-4(3H)-one). The yield is 54.2%. RXN SMILES: [N:1]1([C:7]2[N:8]=[C:9]([CH2:14][C:15]([O-])=O)[NH:10][C:11](=[O:13])[CH:12]=2)[CH2:6][CH2:5][O:4][CH2:3][CH2:2]1.[Na+].[CH2:19]([NH:26][C:27]1[C:28]([NH2:33])=[CH:29][CH:30]=[CH:31][CH:32]=1)[C:20]1[CH:25]=[CH:24][CH:23]=[CH:22][CH:21]=1.Cl.CN(C)CCCN=C=NCC>N1C=CC=CC=1.CN(C)C=O.C(O)(=O)C>[CH2:19]([N:26]1[C:27]2[CH:32]=[CH:31][CH:30]=[CH:29][C:28]=2[N:33]=[C:15]1[CH2:14][C:9]1[NH:10][C:11](=[O:13])[CH:12]=[C:7]([N:1]2[CH2:2][CH2:3][O:4][CH2:5][CH2:6]2)[N:8]=1)[C:20]1[CH:21]=[CH:22][CH:23]=[CH:24][CH:25]=1 |f:0.1,3.4|. Procedure details: The product is prepared according to the procedure described in Example 3, using 300 mg of sodium [4-(morpholin-4-yl)-6-oxo-1,6-dihydropyrimidin-2-yl]acetate, 455 mg of N-benzylbenzene-1,2-diamine and 330 mg of N-[3-(dimethylamino)propyl]-N′-ethylcarbodiimide hydrochloride in a mixture of 2.5 ml of pyridine and 2.5 ml of dimethylformamide and then in 5 ml of acetic acid. After refluxing for forty-five minutes and purification by silica column chromatography, eluent: CH2Cl2/MeOH: 95/05, 250 mg of... The reactants are BrC1=CC2=C(OCCN2)C=C1S(=O)(=O)N(C=1SC=CN1)CC1=CC=C(C=C1)OC (6-bromo-N-(4-methoxybenzyl)-N-(thiazol-2-yl)-3,4-dihydro-2H-benzo[b][1,4]oxazine-7-sulfonamide), BrC1=C(C=C(C=C1)C(F)(F)F)OC (1-bromo-2-methoxy-4-(trifluoromethyl)benzene), CC1(C2=C(C(=CC=C2)P(C3=CC=CC=C3)C4=CC=CC=C4)OC5=C(C=CC=C51)P(C6=CC=CC=C6)C7=CC=CC=C7)C (Xantphos), C([O-])([O-])=O.[Cs+].[Cs+] (cesium carbonate). Reagents/catalysts: C=1C=CC(=CC1)/C=C/C(=O)/C=C/C2=CC=CC=C2.C=1C=CC(=CC1)/C=C/C(=O)/C=C/C2=CC=CC=C2.C=1C=CC(=CC1)/C=C/C(=O)/C=C/C2=CC=CC=C2.[Pd].[Pd] (Pd2(dba)3). Yields the product BrC1=CC2=C(OCCN2C2=C(C=C(C=C2)C(F)(F)F)OC)C=C1S(=O)(=O)N(C=1SC=CN1)CC1=CC=C(C=C1)OC (6-bromo-4-(2-methoxy-4-(trifluoromethyl)phenyl)-N-(4-methoxybenzyl)-N-(thiazol-2-yl)-3,4-dihydro-2H-benzo[b][1,4]oxazine-7-sulfonamide). Isolated yield 46.3%. Reaction SMILES: [Br:1][C:2]1[C:11]([S:12]([N:15]([CH2:21][C:22]2[CH:27]=[CH:26][C:25]([O:28][CH3:29])=[CH:24][CH:23]=2)[C:16]2[S:17][CH:18]=[CH:19][N:20]=2)(=[O:14])=[O:13])=[CH:10][C:5]2[O:6][CH2:7][CH2:8][NH:9][C:4]=2[CH:3]=1.Br[C:31]1[CH:36]=[CH:35][C:34]([C:37]([F:40])([F:39])[F:38])=[CH:33][C:32]=1[O:41][CH3:42].CC1(C)C2C(=C(P(C3C=CC=CC=3)C3C=CC=CC=3)C=CC=2)OC2C(P(C3C=CC=CC=3)C3C=CC=CC=3)=CC=CC1=2.C(=O)([O-])[O-].[Cs+].[Cs+]>C1C=CC(/C=C/C(/C=C/C2C=CC=CC=2)=O)=CC=1.C1C=CC(/C=C/C(/C=C/C2C=CC=CC=2)=O)=CC=1.C1C=CC(/C=C/C(/C=C/C2C=CC=CC=2)=O)=CC=1.[Pd].[Pd]>[Br:1][C:2]1[C:11]([S:12]([N:15]([CH2:21][C:22]2[CH:27]=[CH:26][C:25]([O:28][CH3:29])=[CH:24][CH:23]=2)[C:16]2[S:17][CH:18]=[CH:19][N:20]=2)(=[O:14])=[O:13])=[CH:10][C:5]2[O:6][CH2:7][CH2:8][N:9]([C:31]3[CH:36]=[CH:35][C:34]([C:37]([F:40])([F:39])[F:38])=[CH:33][C:32]=3[O:41][CH3:42])[C:4]=2[CH:3]=1 |f:3.4.5,6.7.8.9.10|. Procedure details: A vial was charged with 6-bromo-N-(4-methoxybenzyl)-N-(thiazol-2-yl)-3,4-dihydro-2H-benzo[b][1,4]oxazine-7-sulfonamide (107.43 mg, 0.216 mmol), 1-bromo-2-methoxy-4-(trifluoromethyl)benzene (Sigma-Aldrich, St. Louis, Mo., 193 mg, 0.757 mmol), Xantphos (25.04 mg, 0.043 mmol), Pd2(dba)3 (19.82 mg, 0.022 mmol), and cesium carbonate (212 mg, 0.649 mmol). The vessel was flushed with Ar (g), then 1,4-dioxane (2164 μl) was added. The vessel was sealed and placed in a 100° C. heating bath for 20 h. The m...